Dataset: the Open Reaction Database (ORD), a public repository of structured organic reaction records. Task: describe an organic reaction: reactants, conditions, products, and yield Reactants: C(C(=C)C)(=O)OC (methyl methacrylate), C1(=CC=CC=C1)S(=O)(=O)OCCCCCCCCCCCC.[Na] (sodium dodecyl benzenesulfonate), C1(=CC=CC=C1)S(=O)(=O)OCCCCCCCCCCCC.[Na] (sodium dodecyl benzenesulfonate), C=CC1=CC=CC=C1 (styrene), C(=C)C1=C(C=CC=C1)C=C (divinyl benzene). Solvent: O (water). Reaction conditions: temperature 80 celsius. The product is C1CCCC2CCCCC12 (decalin). As a reaction SMILES: C(OC)(=O)C(C)=C.C=CC1C=CC=CC=1.[CH:16]([C:18]1[CH:23]=[CH:22][CH:21]=[CH:20][C:19]=1[CH:24]=[CH2:25])=[CH2:17].C1(S(OCCCCCCCCCCCC)(=O)=O)C=CC=CC=1.[Na]>O>[CH2:24]1[CH:19]2[CH:18]([CH2:23][CH2:22][CH2:21][CH2:20]2)[CH2:16][CH2:17][CH2:25]1 |f:3.4,^1:47|. Procedure details: To a 50 kgf/cm2 pressure resistant autoclave equipped with a stirrer, methyl methacrylate 200 parts, styrene 150 parts, a cross-linkable monomer constituted by divinyl benzene 5 parts, sodium dodecyl benzenesulfonate 10 parts, ion exchanged water 1200 parts, and a polymerization initiator constituted by azobis butyronitrile 10 parts were charged. The mixture was sufficiently stirred, then was heated to 80° C. to perform the polymerization. Further, after the start of polymerization, when the amo...